Dataset: the Open Reaction Database (ORD), a public repository of structured organic reaction records. Task: describe an organic reaction: reactants, conditions, products, and yield The reactants are COC(=O)CCCCCNC(=O)c1cccc(C=C2C(=O)Nc3ccc(F)cc32)c1, CO, Cl, [Li+], [OH-], O. Yields the product O=C(O)CCCCCNC(=O)c1cccc(C=C2C(=O)Nc3ccc(F)cc32)c1. Reaction SMILES: [CH3:1][O:2][C:3]([CH2:4][CH2:5][CH2:6][CH2:7][CH2:8][NH:9][C:10]([c:11]1[cH:12][c:13]([CH:17]=[C:18]2[C:19](=[O:28])[NH:20][c:21]3[cH:22][cH:23][c:24]([F:27])[cH:25][c:26]32)[cH:14][cH:15][cH:16]1)=[O:29])=[O:30].[CH3:31][OH:32].[ClH:35].[Li+:34].[OH-:33].[OH2:36]>>[O:2]=[C:3]([CH2:4][CH2:5][CH2:6][CH2:7][CH2:8][NH:9][C:10]([c:11]1[cH:12][c:13]([CH:17]=[C:18]2[C:19](=[O:28])[NH:20][c:21]3[cH:22][cH:23][c:24]([F:27])[cH:25][c:26]32)[cH:14][cH:15][cH:16]1)=[O:29])[OH:30]. The reactants are C(=O)(C=1NC=CN1)C=1NC=CN1 (carbonyl diimidazole), NC=1N=C(C2=C(N1)N(N=N2)CC(=O)O)C=2OC=CC2 ((5-amino-7-(2-furyl)-3H-[1,2,3]triazolo[4,5-d]pyrimidin-3-yl)acetic acid), ClC=1C=C(N)C=CC1 (3-chloroaniline). Procedure: A suspension of (5-amino-7-(2-furyl)-3H-[1,2,3]triazolo[4,5-d]pyrimidin-3-yl)acetic acid (140 mg, 0.5 mmol) in DMF (1 mL) was treated with carbonyl diimidazole (81 mg, 0.5 mmol), stirred at room temperature for 1 h, treated with 3-chloroaniline (53 μL, 0.5 mmol) and the mixture heated to 50° C. for 16 h. The reaction mixture was cooled, diluted with water (3 mL) and filtered to give the title compound (94 mg, 48%) as a cream solid. Reaction conditions: time 1 hour. Reaction SMILES: [NH2:1][C:2]1[N:3]=[C:4]([C:15]2[O:16][CH:17]=[CH:18][CH:19]=2)[C:5]2[N:10]=[N:9][N:8]([CH2:11][C:12]([OH:14])=O)[C:6]=2[N:7]=1.C(C1NC=CN=1)(C1NC=CN=1)=O.[Cl:32][C:33]1[CH:34]=[C:35]([CH:37]=[CH:38][CH:39]=1)[NH2:36]>CN(C=O)C.O>[NH2:1][C:2]1[N:3]=[C:4]([C:15]2[O:16][CH:17]=[CH:18][CH:19]=2)[C:5]2[N:10]=[N:9][N:8]([CH2:11][C:12]([NH:36][C:35]3[CH:37]=[CH:38][CH:39]=[C:33]([Cl:32])[CH:34]=3)=[O:14])[C:6]=2[N:7]=1. The product is NC=1N=C(C2=C(N1)N(N=N2)CC(=O)NC2=CC(=CC=C2)Cl)C=2OC=CC2 ((5-Amino-7-(2-furyl)-3H-[1,2,3]triazolo[4,5-d]pyrimidin-3-yl)-N-(3-chlorophenyl)acetamide). Isolated yield 50.8%. Run in O (water), CN(C)C=O (DMF). The reactants are F[B-](F)(F)F, F[B-](F)(F)F, C1CCOC1, F[N+]12CC[N+](CCl)(CC1)CC2, Oc1cc2ccccc2cn1. The product is Oc1ncc2ccccc2c1F. As a reaction SMILES: [B-:12]([F:13])([F:14])([F:15])[F:16].[B-:17]([F:18])([F:19])([F:20])[F:21].[CH2:33]1[O:34][CH2:35][CH2:36][CH2:37]1.[Cl:22][CH2:23][N+:24]12[CH2:25][CH2:26][N+:27]([F:28])([CH2:29][CH2:30]1)[CH2:31][CH2:32]2.[OH:1][c:2]1[n:3][cH:4][c:5]2[cH:6][cH:7][cH:8][cH:9][c:10]2[cH:11]1>>[OH:1][c:2]1[n:3][cH:4][c:5]2[cH:6][cH:7][cH:8][cH:9][c:10]2[c:11]1[F:13]. The reactants are CN(C)c1ccncc1, ClCCl, OCC1CCOCC1, Cc1ccc(S(=O)(=O)Cl)cc1, c1ccncc1. Yields the product Cc1ccc(S(=O)(=O)OCC2CCOCC2)cc1. RXN SMILES: [CH3:29][N:30]([CH3:31])[c:32]1[cH:33][cH:34][n:35][cH:36][cH:37]1.[Cl:20][CH2:21][Cl:22].[O:1]1[CH2:2][CH2:3][CH:4]([CH2:7][OH:8])[CH2:5][CH2:6]1.[c:9]1([CH3:19])[cH:10][cH:11][c:12]([S:15](=[O:16])(=[O:17])[Cl:18])[cH:13][cH:14]1.[cH:23]1[cH:24][cH:25][n:26][cH:27][cH:28]1>>[O:1]1[CH2:2][CH2:3][CH:4]([CH2:7][O:8][S:15]([c:12]2[cH:11][cH:10][c:9]([CH3:19])[cH:14][cH:13]2)(=[O:16])=[O:17])[CH2:5][CH2:6]1. Starting materials: C(C=C)(=O)OCCCCCC(C)C (Isooctyl acrylate), C(C)(=O)OCC (ethyl acetate), C(C=C)(=O)O (acrylic acid), N(=NC(C#N)(CC(C)C)C)C(C#N)(CC(C)C)C (2,2'-azobis(2,4-dimethylpentanenitrile)). The solvent is C(C)(C)O (isopropanol). Reaction conditions: time 24 hour. Product: C(C=C)(=O)OCCCCCC(C)C.C(C=C)(=O)O (Isooctyl Acrylate Acrylic Acid). RXN SMILES: [C:1]([O:5][CH2:6][CH2:7][CH2:8][CH2:9][CH2:10][CH:11]([CH3:13])[CH3:12])(=[O:4])[CH:2]=[CH2:3].[C:14]([OH:18])(=[O:17])[CH:15]=[CH2:16].N(C(C)(CC(C)C)C#N)=NC(C)(CC(C)C)C#N.C(OCC)(=O)C>C(O)(C)C>[C:1]([O:5][CH2:6][CH2:7][CH2:8][CH2:9][CH2:10][CH:11]([CH3:13])[CH3:12])(=[O:4])[CH:2]=[CH2:3].[C:14]([OH:18])(=[O:17])[CH:15]=[CH2:16] |f:5.6|. Procedure: Isooctyl acrylate (21.6 g), acrylic acid (2.4 g), 2,2'-azobis(2,4-dimethylpentanenitrile) (0.05 g, VAZO™ 52, DuPont), ethyl acetate (34.2 g) and isopropanol (1.8 g) were placed in a 4 ounce (120 mL) bottle. The mixture was deoxygenated by purging with nitrogen (1L/min) for 2 minutes. The bottle was sealed and placed in a 45° C. rotating water bath for 24 hours. The bottle was opened and 0.05 g of 2,2'-azobis(2,4-dimethylpentanenitrile) was added. The solution was deoxygenated as above, sealed an... Reactants: CCOC(C)=O, CO, [K+], [K+], O=C([O-])[O-], COC(=O)C1NC(=O)C1NC(=O)COc1ccccc1, O. The product is O=C(COc1ccccc1)NC1C(=O)NC1C(=O)O. RXN SMILES: [CH3:27][CH2:28][O:29][C:30](=[O:31])[CH3:32].[CH3:34][OH:35].[K+:21].[K+:22].[O-:23][C:24]([O-:25])=[O:26].[O:1]([c:2]1[cH:3][cH:4][cH:5][cH:6][cH:7]1)[CH2:8][C:9](=[O:10])[NH:11][CH:12]1[CH:13]([C:17](=[O:18])[O:19][CH3:20])[NH:14][C:15]1=[O:16].[OH2:33]>>[O:1]([c:2]1[cH:3][cH:4][cH:5][cH:6][cH:7]1)[CH2:8][C:9](=[O:10])[NH:11][CH:12]1[CH:13]([C:17](=[O:18])[OH:19])[NH:14][C:15]1=[O:16]. Reactants: ClC1=C(C(=CC=C1)Cl)NC(=N)NC(=O)NC(C)(C)C (1-(2,6-dichlorophenylamidino)-3-(t-butyl)urea). Run in Cl (hydrochloric acid). Product: Cl.ClC1=C(C(=CC=C1)Cl)NC(=N)NC(=O)N ((2,6-dichlorophenylamidino)urea hydrochloride). Reaction SMILES: [Cl:1][C:2]1[CH:7]=[CH:6][CH:5]=[C:4]([Cl:8])[C:3]=1[NH:9][C:10]([NH:12][C:13]([NH:15]C(C)(C)C)=[O:14])=[NH:11]>Cl>[ClH:1].[Cl:1][C:2]1[CH:7]=[CH:6][CH:5]=[C:4]([Cl:8])[C:3]=1[NH:9][C:10]([NH:12][C:13]([NH2:15])=[O:14])=[NH:11] |f:2.3|. Procedure details: A mixture of 32.1 g. (0.106 moles) of 1-(2,6-dichlorophenylamidino)-3-(t-butyl)urea and 200 ml of conc. hydrochloric acid is refluxed for 1/2 hour. The reaction mixture is cooled, filtered and washed with 10 ml of 1:1 HCl/H2O and dried. The product is then recrystallized from ethanol-ether to obtain (2,6-dichlorophenylamidino)urea hydrochloride. The product is CCCCCCC(C)Oc1ccc(C(=O)OC)cc1[N+](=O)[O-]. Reaction SMILES: [CH3:15][CH:16]([CH2:17][CH2:18][CH2:19][CH2:20][CH2:21][CH3:22])[OH:23].[N+:24]([c:25]1[cH:26][cH:27][cH:28][cH:29][c:30]1[OH:31])([O-:32])=[O:33].[OH:1][c:2]1[c:3]([N+:12](=[O:13])[O-:14])[cH:4][c:5]([C:6](=[O:7])[O:8][CH3:9])[cH:10][cH:11]1>>[O:1]([c:2]1[c:3]([N+:12](=[O:13])[O-:14])[cH:4][c:5]([C:6](=[O:7])[O:8][CH3:9])[cH:10][cH:11]1)[CH:16]([CH3:15])[CH2:17][CH2:18][CH2:19][CH2:20][CH2:21][CH3:22]. Starting materials: CCCCCCC(C)O, O=[N+]([O-])c1ccccc1O, COC(=O)c1ccc(O)c([N+](=O)[O-])c1.